This data is from the Open Reaction Database (ORD), a public repository of structured organic reaction records. The task is: describe an organic reaction: reactants, conditions, products, and yield Reaction conditions: time 20 hour. Reaction SMILES: [C:1]([C:5]1[S:9][C:8]([C@@H:10]2[CH2:15][C@H:14]([C:16]3[O:20][NH:19][C:18](=[O:21])[CH:17]=3)[CH2:13][CH2:12][N:11]2C(OC)=O)=[CH:7][CH:6]=1)([CH3:4])([CH3:3])[CH3:2].Br>>[C:1]([C:5]1[S:9][C:8]([C@@H:10]2[CH2:15][C@H:14]([C:16]3[O:20][NH:19][C:18](=[O:21])[CH:17]=3)[CH2:13][CH2:12][NH:11]2)=[CH:7][CH:6]=1)([CH3:4])([CH3:2])[CH3:3]. Reactants: C(C)(C)(C)C1=CC=C(S1)[C@H]1N(CC[C@H](C1)C1=CC(NO1)=O)C(=O)OC ((2S,4R)-Methyl 2-(5-tert-butylthiophen-2-yl)-4-(3-oxo-2,3-dihydroisoxazol-5-yl)piperidine-1-carboxylate), Br (hydrobromic acid). Product: C(C)(C)(C)C1=CC=C(S1)[C@H]1NCC[C@H](C1)C1=CC(NO1)=O (5-((2S,4R)-2-(5-tert-Butylthiophen-2-yl)piperidin-4-yl)isoxazol-3(2H)-one). Yield: 16.3%. Reported procedure: (2S,4R)-Methyl 2-(5-tert-butylthiophen-2-yl)-4-(3-oxo-2,3-dihydroisoxazol-5-yl)piperidine-1-carboxylate (50 mg, 0.14 mmol) (from example 42, step 3) was dissolved in hydrobromic acid (33% in AcOH, 1 mL, 6.08 mmol) and stirred at room temperature for 20 h. The solvent was evaporated in vacuo. The compound was purified by preparative HPLC on a XBridge C18 column (10 μm 250×19 ID mm) using a gradient of 10-50% Acetonitrile in H2O/MeCN/NH3 95/5/0.2 buffer over 25 minutes with a flow of 19 mL/min. 5-...